This data is from the Open Reaction Database (ORD), a public repository of structured organic reaction records. The task is: describe an organic reaction: reactants, conditions, products, and yield Starting materials: O=C1N(C(CC1)=O)OC(CCCCCCCCCCCCCCCCCCC(=O)OC(C)(C)C)=O (Eicosanedioic acid tert-butyl ester 2,5-dioxo-pyrrolidin-1-yl ester), N[C@@H](CCC(O)=O)C(=O)OC(C)(C)C (H-Glu-OtBu). Solvent: C1CCOC1 (THF), CN(C)C=O.O (DMF water). Reaction conditions: time 3 hour. The product is C(C)(C)(C)OC([C@H](CCC(=O)O)NC(CCCCCCCCCCCCCCCCCCC(=O)OC(C)(C)C)=O)=O ((S)-2-(19-tert-Butoxycarbonylnonadecanoylamino)pentanedioic acid 1-tert-butyl ester). Reaction SMILES: O=C1CCC(=O)N1O[C:9](=[O:35])[CH2:10][CH2:11][CH2:12][CH2:13][CH2:14][CH2:15][CH2:16][CH2:17][CH2:18][CH2:19][CH2:20][CH2:21][CH2:22][CH2:23][CH2:24][CH2:25][CH2:26][CH2:27][C:28]([O:30][C:31]([CH3:34])([CH3:33])[CH3:32])=[O:29].[NH2:36][C@H:37]([C:43]([O:45][C:46]([CH3:49])([CH3:48])[CH3:47])=[O:44])[CH2:38][CH2:39][C:40](=[O:42])[OH:41]>C1COCC1.CN(C=O)C.O>[C:46]([O:45][C:43](=[O:44])[C@@H:37]([NH:36][C:9](=[O:35])[CH2:10][CH2:11][CH2:12][CH2:13][CH2:14][CH2:15][CH2:16][CH2:17][CH2:18][CH2:19][CH2:20][CH2:21][CH2:22][CH2:23][CH2:24][CH2:25][CH2:26][CH2:27][C:28]([O:30][C:31]([CH3:32])([CH3:33])[CH3:34])=[O:29])[CH2:38][CH2:39][C:40]([OH:42])=[O:41])([CH3:49])([CH3:47])[CH3:48] |f:3.4|. Reported procedure: Eicosanedioic acid tert-butyl ester 2,5-dioxo-pyrrolidin-1-yl ester (6.01 g, 12.124 mmol) was dissolved in THF (150 mL) and mixed with a slurry of H-Glu-OtBu (2.71 g, 13.33 mmol) in DMF/water (1/1, 40 mL). This resulted in a gel-like solution which was heated to give a clear solution that was stirred at RT for 3 h. Then the solution was evaporated, 100 mL of water was added and the mixture was heated to 60° C. which resulted in a solution which crystallised on cooling. The precipitate was recrys... Reactants: FC1=C(NC=2C(=CN(C(C2)=O)C)C(=O)NCCCO)C=CC(=C1)C#CCO (4-[2-Fluoro-4-(3-hydroxy-1-propynyl)anilino]-N-(3-hydroxypropyl)-1-methyl-6-oxo-1,6-dihydro-3-pyridinecarboxamide). Reagents/catalysts: [Pd] (Pd/C). Run in CO (MeOH). Yields the product FC1=C(NC=2C(=CN(C(C2)=O)C)C(=O)NCCCO)C=CC(=C1)CCCO (4-[2-fluoro-4-(3-hydroxypropyl)anilino]-N-(3-hydroxypropyl)-1-methyl-6-oxo-1,6-dihydro-3-pyridinecarboxamide). The yield is 92.0%. Reaction SMILES: [F:1][C:2]1[CH:23]=[C:22]([C:24]#[C:25][CH2:26][OH:27])[CH:21]=[CH:20][C:3]=1[NH:4][C:5]1[C:6]([C:13]([NH:15][CH2:16][CH2:17][CH2:18][OH:19])=[O:14])=[CH:7][N:8]([CH3:12])[C:9](=[O:11])[CH:10]=1>CO.[Pd]>[F:1][C:2]1[CH:23]=[C:22]([CH2:24][CH2:25][CH2:26][OH:27])[CH:21]=[CH:20][C:3]=1[NH:4][C:5]1[C:6]([C:13]([NH:15][CH2:16][CH2:17][CH2:18][OH:19])=[O:14])=[CH:7][N:8]([CH3:12])[C:9](=[O:11])[CH:10]=1. Procedure: 4-[2-Fluoro-4-(3-hydroxy-1-propynyl)anilino]-N-(3-hydroxypropyl)-1-methyl-6-oxo-1,6-dihydro-3-pyridinecarboxamide was hydrogenated in MeOH in the presence of 5% Pd/C for example 3. Purification of the crude oil was carried out by column chromatography on silica gel (5% MeOH/CH2Cl2 as eluant) to give 4-[2-fluoro-4-(3-hydroxypropyl)anilino]-N-(3-hydroxypropyl)-1-methyl-6-oxo-1,6-dihydro-3-pyridinecarboxamide as a white solid (92%), m.p. (CH2Cl2/MeOH) 161-164° C. 1H NMR [(CD3)2SO, 400 MHz] δ 9.88 (... Starting materials: CC=1NC=C(N1)C#CC=1C=C(C#N)C=CC1 (3-(2-methyl-1H-imidazol-4-ylethynyl)-benzonitrile), FC1=NC(=CC=C1)C(F)(F)F (2-fluoro-6-trifluoromethylpyridine). Product: CC=1N(C=C(N1)C#CC=1C=C(C#N)C=CC1)C1=NC(=CC=C1)C(F)(F)F (3-[2-Methyl-1-(6-trifluoromethyl-pyridin-2-yl)-1H-imidazol-4-ylethynyl]-benzonitrile). As a reaction SMILES: [CH3:1][C:2]1[NH:3][CH:4]=[C:5]([C:7]#[C:8][C:9]2[CH:10]=[C:11]([CH:14]=[CH:15][CH:16]=2)[C:12]#[N:13])[N:6]=1.F[C:18]1[CH:23]=[CH:22][CH:21]=[C:20]([C:24]([F:27])([F:26])[F:25])[N:19]=1>>[CH3:1][C:2]1[N:3]([C:18]2[CH:23]=[CH:22][CH:21]=[C:20]([C:24]([F:27])([F:26])[F:25])[N:19]=2)[CH:4]=[C:5]([C:7]#[C:8][C:9]2[CH:10]=[C:11]([CH:14]=[CH:15][CH:16]=2)[C:12]#[N:13])[N:6]=1. Procedure details: The title compound, MS: m/e=353.1 (M+H+), was prepared in accordance with the general method of example 1 from 3-(2-methyl-1H-imidazol-4-ylethynyl)-benzonitrile and 2-fluoro-6-trifluoromethylpyridine.